From a dataset of the Open Reaction Database (ORD), a public repository of structured organic reaction records. describe an organic reaction: reactants, conditions, products, and yield Reactants: Cl.C(C)N (ethylamine hydrochloride), CCCP(=O)=O (propylphosphonic anhydride), C(C)(C)N(CC)C(C)C (diisopropylethylamine), CN1N=CC(=C1C(NC1=CC=2N(C=C1)N=C(N2)C2=CC=CC=C2)=O)C(=O)O (1-methyl-5-(2-phenyl-[1,2,4]triazolo[1,5-a]pyridin-7-ylcarbamoyl)-1H-pyrazole-4-carboxylic acid), [Cl-].[Li+] (lithium chloride), Cl.C(C)N (ethylamine hydrochloride), C(C)(C)N(CC)C(C)C (diisopropyl-ethylamine), CCCP(=O)=O (propylphosphonic anhydride). Solvent: C(C)(=O)OCC (ethyl acetate), O1CCCC1 (tetrahydrofurane). Reaction conditions: temperature 70 celsius, time 1.5 hour. Yields the product C(C)NC(=O)C=1C=NN(C1C(=O)NC1=CC=2N(C=C1)N=C(N2)C2=CC=CC=C2)C (N4-ethyl-1-methyl-N5-(2-phenyl-[1,2,4]triazolo[1,5-a]pyridin-7-yl)-1H-pyrazole-4,5-dicarboxamide). Isolated yield 57.7%. Reaction SMILES: [CH3:1][N:2]1[C:6]([C:7](=[O:24])[NH:8][C:9]2[CH:14]=[CH:13][N:12]3[N:15]=[C:16]([C:18]4[CH:23]=[CH:22][CH:21]=[CH:20][CH:19]=4)[N:17]=[C:11]3[CH:10]=2)=[C:5]([C:25]([OH:27])=O)[CH:4]=[N:3]1.[Cl-].[Li+].Cl.[CH2:31]([NH2:33])[CH3:32].C(N(C(C)C)CC)(C)C.CCCP(=O)=O>O1CCCC1.C(OCC)(=O)C>[CH2:31]([NH:33][C:25]([C:5]1[CH:4]=[N:3][N:2]([CH3:1])[C:6]=1[C:7]([NH:8][C:9]1[CH:14]=[CH:13][N:12]2[N:15]=[C:16]([C:18]3[CH:19]=[CH:20][CH:21]=[CH:22][CH:23]=3)[N:17]=[C:11]2[CH:10]=1)=[O:24])=[O:27])[CH3:32] |f:1.2,3.4|. Reported procedure: A suspension of 1-methyl-5-(2-phenyl-[1,2,4]triazolo[1,5-a]pyridin-7-ylcarbamoyl)-1H-pyrazole-4-carboxylic acid with 1 eq. lithium chloride (54 mg, 0.133 mmol), ethylamine hydrochloride (44 mg, 0.534 mmole), diisopropyl-ethylamine (93 ul, 0.534 mmol) and propylphosphonic anhydride (50% in ethyl acetate, 197 ul, 0.334 mmol) in tetrahydrofurane (3 ml) is stirred for 1.5 hours at 70° C. As no dissolution occurs after this time, ethylamine hydrochloride (87 mg, 1.07 mmol), diisopropylethylamine (186... Solvent: C(C)O (ethanol). Procedure details: 5% Pd/C (0.3 g, 50% wet) is added to a solution of 4-(2-methylallyl)piperidine-1,4-dicarboxylic acid-1-tert-butyl ester-4-ethyl ester (1.0 g, 0.0032 mol) in ethanol (10 mL). The reaction mixture is stirred under the positive pressure of hydrogen gas for 1 hr at room temperature. The reaction mixture is filtered through celite bed and washed with ethanol (15 mL). Combine filtrate is concentrated under reduced pressure to get 4-isobutylpiperidine-1,4-dicarboxylic acid-1-tert-butyl ester-4-ethyl es... Product: C(C)OC(=O)C1(CCN(CC1)C(=O)OC(C)(C)C)CC(C)C (4-isobutylpiperidine-1,4-dicarboxylic acid-1-tert-butyl ester-4-ethyl ester). Reactants: C(C)OC(=O)C1(CCN(CC1)C(=O)OC(C)(C)C)CC(=C)C (4-(2-methylallyl)piperidine-1,4-dicarboxylic acid-1-tert-butyl ester-4-ethyl ester), [H][H] (hydrogen). RXN SMILES: [CH2:1]([O:3][C:4]([C:6]1([CH2:19][C:20]([CH3:22])=[CH2:21])[CH2:11][CH2:10][N:9]([C:12]([O:14][C:15]([CH3:18])([CH3:17])[CH3:16])=[O:13])[CH2:8][CH2:7]1)=[O:5])[CH3:2].[H][H]>C(O)C.[Pd]>[CH2:1]([O:3][C:4]([C:6]1([CH2:19][CH:20]([CH3:21])[CH3:22])[CH2:11][CH2:10][N:9]([C:12]([O:14][C:15]([CH3:17])([CH3:16])[CH3:18])=[O:13])[CH2:8][CH2:7]1)=[O:5])[CH3:2]. The reagents and catalysts are [Pd] (Pd/C).